From a dataset of the Open Reaction Database (ORD), a public repository of structured organic reaction records. describe an organic reaction: reactants, conditions, products, and yield The reactants are O=C([O-])[O-], CO, Cc1cc(COC2CCCCO2)n(-c2nc(Nc3ccc(Cl)cc3)c3ncn(C)c3n2)n1, [K+], [K+], O, Cc1ccc(S(=O)(=O)O)cc1. The product is Cc1cc(CO)n(-c2nc(Nc3ccc(Cl)cc3)c3ncn(C)c3n2)n1. As a reaction SMILES: [C:45](=[O:46])([O-:47])[O-:48].[CH3:51][OH:52].[Cl:1][c:2]1[cH:3][cH:4][c:5]([NH:8][c:9]2[c:10]3[n:11][cH:12][n:13]([CH3:32])[c:14]3[n:15][c:16](-[n:18]3[n:19][c:20]([CH3:31])[cH:21][c:22]3[CH2:23][O:24][CH:25]3[CH2:26][CH2:27][CH2:28][CH2:29][O:30]3)[n:17]2)[cH:6][cH:7]1.[K+:49].[K+:50].[OH2:33].[c:34]1([CH3:35])[cH:36][cH:37][c:38]([S:39]([OH:40])(=[O:41])=[O:42])[cH:43][cH:44]1>>[Cl:1][c:2]1[cH:3][cH:4][c:5]([NH:8][c:9]2[c:10]3[n:11][cH:12][n:13]([CH3:32])[c:14]3[n:15][c:16](-[n:18]3[n:19][c:20]([CH3:31])[cH:21][c:22]3[CH2:23][OH:24])[n:17]2)[cH:6][cH:7]1. Yields the product COC(=O)c1ccc(Cl)cc1N(C(=O)OC(C)(C)C)S(=O)(=O)c1ccc(O)cc1. Reactants: COC(=O)c1ccc(Cl)cc1N(C(=O)OC(C)(C)C)S(=O)(=O)c1ccc(OCc2ccccc2)cc1, CCOC(C)=O, [H][H]. Reaction SMILES: [CH3:1][O:2][C:3]([c:4]1[c:5]([N:11]([C:12](=[O:13])[O:14][C:15]([CH3:16])([CH3:17])[CH3:18])[S:19](=[O:20])(=[O:21])[c:22]2[cH:23][cH:24][c:25]([O:28][CH2:29][c:30]3[cH:31][cH:32][cH:33][cH:34][cH:35]3)[cH:26][cH:27]2)[cH:6][c:7]([Cl:10])[cH:8][cH:9]1)=[O:36].[CH3:39][CH2:40][O:41][C:42]([CH3:43])=[O:44].[H:37][H:38]>>[CH3:1][O:2][C:3]([c:4]1[c:5]([N:11]([C:12](=[O:13])[O:14][C:15]([CH3:16])([CH3:17])[CH3:18])[S:19](=[O:20])(=[O:21])[c:22]2[cH:23][cH:24][c:25]([OH:28])[cH:26][cH:27]2)[cH:6][c:7]([Cl:10])[cH:8][cH:9]1)=[O:36]. Reactants: FC1=C(C=CC=C1)NC(NC1=CC=C(C=C1)C1=CC=C2CN(C(C2=C1)=O)[C@H](C(=O)O)C(C)C)=S ((S)-2-(6-(4-(3-(2-Fluorophenyl)thioureido)phenyl)-1-oxoisoindolin-2-yl)-3-methylbutanoic acid), COC=1C=C(C=CC1)NC(NC1=CC=C(C=C1)C1=CC=C2CN(C(C2=C1)=O)[C@H](C(=O)OC)C(C)C)=S ((S)-Methyl 2-(6-(4-(3-(3-methoxyphenyl)thioureido)phenyl)-1-oxoisoindolin-2-yl)-3-methylbutanoate). Yields the product COC=1C=C(C=CC1)NC(NC1=CC=C(C=C1)C1=CC=C2CN(C(C2=C1)=O)[C@H](C(=O)O)C(C)C)=S ((S)-2-(6-(4-(3-(3-Methoxyphenyl)thioureido)phenyl)-1-oxoisoindolin-2-yl)-3-methylbutanoic acid). The yield is 87.0%. As a reaction SMILES: FC1C=CC=CC=1NC(=S)NC1C=CC(C2C=C3C(CN([C@@H](C(C)C)C(O)=O)C3=O)=CC=2)=CC=1.[CH3:35][O:36][C:37]1[CH:38]=[C:39]([NH:43][C:44](=[S:70])[NH:45][C:46]2[CH:51]=[CH:50][C:49]([C:52]3[CH:60]=[C:59]4[C:55]([CH2:56][N:57]([C@@H:62]([CH:67]([CH3:69])[CH3:68])[C:63]([O:65]C)=[O:64])[C:58]4=[O:61])=[CH:54][CH:53]=3)=[CH:48][CH:47]=2)[CH:40]=[CH:41][CH:42]=1>>[CH3:35][O:36][C:37]1[CH:38]=[C:39]([NH:43][C:44](=[S:70])[NH:45][C:46]2[CH:47]=[CH:48][C:49]([C:52]3[CH:60]=[C:59]4[C:55]([CH2:56][N:57]([C@@H:62]([CH:67]([CH3:68])[CH3:69])[C:63]([OH:65])=[O:64])[C:58]4=[O:61])=[CH:54][CH:53]=3)=[CH:50][CH:51]=2)[CH:40]=[CH:41][CH:42]=1. Procedure details: The compound of example 60 was prepared analogous to compound of example 52 by hydrolysis of compound of example 59. The reactants are O=C(NC(Cc1ccccc1)C(=O)O)OCc1ccccc1, COC(=O)C(C)N, CC(=O)O, CN1CCOCC1, Cl, C1CCOC1, On1nnc2ccccc21. The product is COC(=O)C(C)NC(=O)C(Cc1ccccc1)NC(=O)OCc1ccccc1. RXN SMILES: [CH2:16]([c:17]1[cH:18][cH:19][cH:20][cH:21][cH:22]1)[O:23][C:24](=[O:25])[NH:26][CH:27]([CH2:28][c:29]1[cH:30][cH:31][cH:32][cH:33][cH:34]1)[C:35](=[O:36])[OH:37].[CH3:2][O:3][C:4]([CH:5]([NH2:6])[CH3:7])=[O:8].[CH3:53][C:54](=[O:55])[OH:56].[CH3:9][N:10]1[CH2:11][CH2:12][O:13][CH2:14][CH2:15]1.[ClH:1].[O:48]1[CH2:49][CH2:50][CH2:51][CH2:52]1.[OH:38][n:39]1[c:40]2[cH:41][cH:42][cH:43][cH:44][c:45]2[n:46][n:47]1>>[CH3:2][O:3][C:4]([CH:5]([NH:6][C:35]([CH:27]([NH:26][C:24]([O:23][CH2:16][c:17]1[cH:18][cH:19][cH:20][cH:21][cH:22]1)=[O:25])[CH2:28][c:29]1[cH:30][cH:31][cH:32][cH:33][cH:34]1)=[O:36])[CH3:7])=[O:8]. The reactants are COC(=O)C1N2C(=O)C(N3C(=O)c4ccccc4C3=O)C2S(=O)C1(C)C, ClC(Cl)(Cl)Cl, Cc1ccc(S(=O)(=O)N(C)Cl)cc1. The product is C=C(C)C(C(=O)OC)N1C(=O)C(N2C(=O)c3ccccc3C2=O)C1S(=O)Cl. Reaction SMILES: [C:1]1(=[O:26])[c:2]2[c:3]([cH:22][cH:23][cH:24][cH:25]2)[C:4](=[O:21])[N:5]1[CH:6]1[CH:7]2[N:8]([CH:9]([C:15](=[O:16])[O:17][CH3:18])[C:10]([CH3:13])([CH3:14])[S:11]2=[O:12])[C:19]1=[O:20].[C:40]([Cl:41])([Cl:42])([Cl:43])[Cl:44].[Cl:27][N:28]([CH3:29])[S:30]([c:31]1[cH:32][cH:33][c:34]([CH3:35])[cH:36][cH:37]1)(=[O:38])=[O:39]>>[C:1]1(=[O:26])[c:2]2[c:3]([cH:22][cH:23][cH:24][cH:25]2)[C:4](=[O:21])[N:5]1[CH:6]1[CH:7]([S:11](=[O:12])[Cl:27])[N:8]([CH:9]([C:10]([CH3:13])=[CH2:14])[C:15](=[O:16])[O:17][CH3:18])[C:19]1=[O:20]. Reactants: NC1=C2N=CN(C2=NC(=N1)Cl)CC1=CC=CC=C1 (6-Amino-9-benzyl-2-chloropurine), CCCC[O-].[Na+] (sodium butylate). The solvent is C(CCC)O (1-butanol). Conditions: time 2 hour. Yields the product NC1=C2N=CN(C2=NC(=N1)OCCCC)CC1=CC=CC=C1 (6-Amino-9-benzyl-2-butoxypurine). Yield: 57.2%. Reaction SMILES: [NH2:1][C:2]1[N:10]=[C:9](Cl)[N:8]=[C:7]2[C:3]=1[N:4]=[CH:5][N:6]2[CH2:12][C:13]1[CH:18]=[CH:17][CH:16]=[CH:15][CH:14]=1.[CH3:19][CH2:20][CH2:21][CH2:22][O-:23].[Na+]>C(O)CCC>[NH2:1][C:2]1[N:10]=[C:9]([O:23][CH2:22][CH2:21][CH2:20][CH3:19])[N:8]=[C:7]2[C:3]=1[N:4]=[CH:5][N:6]2[CH2:12][C:13]1[CH:18]=[CH:17][CH:16]=[CH:15][CH:14]=1 |f:1.2|. Procedure: 6-Amino-9-benzyl-2-chloropurine (200 mg, 0.77 mmol) and sodium butylate (370 mg, 3.85 mmol) were dissolved in 1-butanol (20 ml) and then the solution was refluxed on heating under stirring for 2 hours. The reaction mixture was evaporated in vacuo to dryness. To the residue was added water and the mixture was extracted with chloroform. The organic layer was dried on sodium sulfate and evaporated in vacuo to dryness. The residue was purified with silica gel chromatography (2% methanol/chloroform) ...